The task is: describe an organic reaction: reactants, conditions, products, and yield. This data is from the Open Reaction Database (ORD), a public repository of structured organic reaction records. The reactants are Br/C(/C=C/C1=[N+](C=2C=CC3=C(C2C1(C)C)C=C(C=C3S(=O)(=O)[O-])S(=O)(=O)[O-])CCCS(=O)(=O)[O-])=C\C=C/3\N(C=1C=CC2=C(C1C3(C)C)C=C(C=C2S(=O)(=O)[O-])S(=O)(=O)[O-])CCCS(=O)(=O)[O-].[Na+].[Na+].[Na+].[Na+].[Na+] (Sodium 2-((1E,3Z,5E)-3-Bromo-5-(1,1-dimethyl-6,8-disulfonato-3-(3-sulfonatopropyl)-1H-benzo[e]indol-2(3H)-ylidene)penta-1,3-dienyl)-1,1-dimethyl-3-(3-sulfonatopropyl)-1H-benzo[e]indolium-6,8-disulfonate), C(=O)(O)CCCCC=1C=C(C=CC1)B(O)O (3-(4-carboxybutyl)phenylboronic acid), C([O-])([O-])=O.[Cs+].[Cs+] (cesium carbonate), O (water). The reagents and catalysts are C=1C=CC(=CC1)[P](C=2C=CC=CC2)(C=3C=CC=CC3)[Pd]([P](C=4C=CC=CC4)(C=5C=CC=CC5)C=6C=CC=CC6)([P](C=7C=CC=CC7)(C=8C=CC=CC8)C=9C=CC=CC9)[P](C=1C=CC=CC1)(C=1C=CC=CC1)C=1C=CC=CC1 (Tetrakis(triphenylphosphine)palladium(0)). Solvent: C(C)O (ethanol). Yields the product C(=O)(O)CCCCC=1C=C(C=CC1)/C(/C=C/C1=[N+](C=2C=CC3=C(C2C1(C)C)C=C(C=C3S(=O)(=O)[O-])S(=O)(=O)[O-])CCCS(=O)(=O)[O-])=C\C=C/3\N(C=1C=CC2=C(C1C3(C)C)C=C(C=C2S(=O)(=O)[O-])S(=O)(=O)[O-])CCCS(=O)(=O)[O-].[Na+].[Na+].[Na+].[Na+].[Na+] (Sodium 2-((1E,3Z,5E)-3-(3-(4-Carboxybutyl)phenyl)-5-(1,1-dimethyl-6,8-disulfonato-3-(3-sulfonatopropyl)-1H-benzo[e]indol-2(3H)-ylidene)penta-1,3-dienyl)-1,1-dimethyl-3-(3-sulfonatopropyl)-1H-benzo[e]indolium-6,8-disulfonate). RXN SMILES: Br/[C:2](=[CH:35]\[CH:36]=[C:37]1\[N:38]([CH2:60][CH2:61][CH2:62][S:63]([O-:66])(=[O:65])=[O:64])[C:39]2[CH:40]=[CH:41][C:42]3[C:51]([S:52]([O-:55])(=[O:54])=[O:53])=[CH:50][C:49]([S:56]([O-:59])(=[O:58])=[O:57])=[CH:48][C:43]=3[C:44]=2[C:45]\1([CH3:47])[CH3:46])/[CH:3]=[CH:4]/[C:5]1[C:13]([CH3:15])([CH3:14])[C:12]2[C:11]3[CH:16]=[C:17]([S:24]([O-:27])(=[O:26])=[O:25])[CH:18]=[C:19]([S:20]([O-:23])(=[O:22])=[O:21])[C:10]=3[CH:9]=[CH:8][C:7]=2[N+:6]=1[CH2:28][CH2:29][CH2:30][S:31]([O-:34])(=[O:33])=[O:32].[Na+:67].[Na+].[Na+].[Na+].[Na+].[C:72]([CH2:75][CH2:76][CH2:77][CH2:78][C:79]1[CH:80]=[C:81](B(O)O)[CH:82]=[CH:83][CH:84]=1)([OH:74])=[O:73].C(=O)([O-])[O-].[Cs+].[Cs+].O>C1C=CC([P]([Pd]([P](C2C=CC=CC=2)(C2C=CC=CC=2)C2C=CC=CC=2)([P](C2C=CC=CC=2)(C2C=CC=CC=2)C2C=CC=CC=2)[P](C2C=CC=CC=2)(C2C=CC=CC=2)C2C=CC=CC=2)(C2C=CC=CC=2)C2C=CC=CC=2)=CC=1.C(O)C>[C:72]([CH2:75][CH2:76][CH2:77][CH2:78][C:79]1[CH:80]=[C:81](/[C:2](=[CH:35]\[CH:36]=[C:37]2\[N:38]([CH2:60][CH2:61][CH2:62][S:63]([O-:66])(=[O:65])=[O:64])[C:39]3[CH:40]=[CH:41][C:42]4[C:51]([S:52]([O-:55])(=[O:54])=[O:53])=[CH:50][C:49]([S:56]([O-:59])(=[O:57])=[O:58])=[CH:48][C:43]=4[C:44]=3[C:45]\2([CH3:47])[CH3:46])/[CH:3]=[CH:4]/[C:5]2[C:13]([CH3:14])([CH3:15])[C:12]3[C:11]4[CH:16]=[C:17]([S:24]([O-:27])(=[O:25])=[O:26])[CH:18]=[C:19]([S:20]([O-:23])(=[O:21])=[O:22])[C:10]=4[CH:9]=[CH:8][C:7]=3[N+:6]=2[CH2:28][CH2:29][CH2:30][S:31]([O-:34])(=[O:32])=[O:33])[CH:82]=[CH:83][CH:84]=1)([OH:74])=[O:73].[Na+:67].[Na+:67].[Na+:67].[Na+:67].[Na+:67] |f:0.1.2.3.4.5,7.8.9,13.14.15.16.17.18,^1:98,100,119,138|. Procedure: Compound 6 (80 mg), 3-(4-carboxybutyl)phenylboronic acid (40 mg), and cesium carbonate (20 mg) are stirred into 1:1 water:ethanol (10 ml) under nitrogen at room temperature. Tetrakis(triphenylphosphine)palladium(0) (10 mg) is added to the reaction mixture. The mixture was refluxed for 4 hours, and the solvent and volatile compounds are evaporated under vacuum. The crude product is purified by flash chromatography on reverse-phase C18-functionalized silica by eluting with a 1:4 acetonitrile:water... Reactants: C[O-].[Na+] (Sodium methoxide), C(C)(=O)O[C@H]1[C@H](OCC2=CC=CC=C2)O[C@@H]([C@@H]([C@@H]1OCC=C)OC(C)=O)COCC=C (Benzyl 2,4-di-O-Acetyl-3,6-di-O-allyl-β-D-galactopyranoside), C(C)(=O)O (acetic acid). Run in CO (methanol). Run at time 48 hour. Yields the product C(C=C)O[C@@H]1[C@H]([C@H](OCC2=CC=CC=C2)O[C@@H]([C@@H]1O)COCC=C)O (Benzyl 3,6-di-O-Allyl-β-D-galactopyranoside). Isolated yield 77.9%. Reaction SMILES: C[O-].[Na+].C([O:7][C@@H:8]1[C@@H:21]([O:22][CH2:23][CH:24]=[CH2:25])[C@@H:20]([O:26]C(=O)C)[C@@H:19]([CH2:30][O:31][CH2:32][CH:33]=[CH2:34])[O:18][C@H:9]1[O:10][CH2:11][C:12]1[CH:17]=[CH:16][CH:15]=[CH:14][CH:13]=1)(=O)C.C(O)(=O)C>CO>[CH2:23]([O:22][C@H:21]1[C@@H:20]([OH:26])[C@@H:19]([CH2:30][O:31][CH2:32][CH:33]=[CH2:34])[O:18][C@@H:9]([O:10][CH2:11][C:12]2[CH:17]=[CH:16][CH:15]=[CH:14][CH:13]=2)[C@@H:8]1[OH:7])[CH:24]=[CH2:25] |f:0.1|. Procedure: Sodium methoxide (134 mg, 2.5 mmol) was added to a solution of Compound 10 (10.84 g, 24.9 mmol) in methanol (30 ml), and the mixture was stirred at room temperature under nitrogen gas atmosphere for 48 hours. The reaction mixture was neutralized with acetic acid, and the solvent was evaporated under reduced pressure. The residue was purified by silica gel column chromatography (toluene:ethyl acetate=4:1) to obtain Compound 11 (6.8 g, 78%). Reactants: ClC1=CC(=CC=C1)C(=O)OO (m-chloroperbenzoic acid), CC1(OC2=C(C(=C1)C1=NC=CC(=C1)C)C=C(C=C2)C#N)C (2,2-dimethyl-4-(4-methyl-2-pyridyl)-2H-1-benzopyran-6-carbonitrile). The solvent is ClCCl (dichloromethane). Run at time 1 hour. Product: C(#N)C=1C=CC2=C(C(=CC(O2)(C)C)C2=[N+](C=CC(=C2)C)[O-])C1 (2-(6-cyano-2,2-dimethyl-2H-1-benzopyran-4-yl)-4-methylpyridine N-oxide). The yield is 24.0%. Reaction SMILES: ClC1C=CC=C(C(OO)=[O:9])C=1.[CH3:12][C:13]1([CH3:32])[CH:18]=[C:17]([C:19]2[CH:24]=[C:23]([CH3:25])[CH:22]=[CH:21][N:20]=2)[C:16]2[CH:26]=[C:27]([C:30]#[N:31])[CH:28]=[CH:29][C:15]=2[O:14]1>ClCCl>[C:30]([C:27]1[CH:28]=[CH:29][C:15]2[O:14][C:13]([CH3:32])([CH3:12])[CH:18]=[C:17]([C:19]3[CH:24]=[C:23]([CH3:25])[CH:22]=[CH:21][N+:20]=3[O-:9])[C:16]=2[CH:26]=1)#[N:31]. Procedure details: 406 mg of m-chloroperbenzoic acid were added to a solution of 552 mg of 2,2-dimethyl-4-(4-methyl-2-pyridyl)-2H-1-benzopyran-6-carbonitrile in 20 ml of dichloromethane and the mixture was stirred for 1 hour. Subsequently, the mixture was washed with sodium bicarbonate solution, dried over sodium sulphate and evaporated. The residue was chromatographed on silica gel using methanol/ethyl acetate (1:4) for the elution. After recrystallization from ethyl acetate there were obtained 140 mg of 2-(6-cya...